The task is: describe an organic reaction: reactants, conditions, products, and yield. This data is from the Open Reaction Database (ORD), a public repository of structured organic reaction records. The reactants are C(C)(=O)O (acetic acid), C(C)(=O)O[BH-](OC(C)=O)OC(C)=O.[Na+] (Sodium triacetoxyborohydride), COCCN.BrC1=CC=C(CNCCOC)C=C1 ((4-Bromobenzyl)-(2-methoxyethyl)amine 2-Methoxyethylamine), BrC1=CC=C(C=O)C=C1 (4-bromobenzaldehyde). Reagents/catalysts: [O-]S(=O)(=O)[O-].[Mg+2] (MgSO4). Run in C1CCOC1 (THF). Reaction conditions: time 45 minute. The product is BrC1=CC=C(CNCCOC)C=C1 ((4-bromobenzyl)-(2-methoxyethyl)amine). As a reaction SMILES: COCCN.[Br:6][C:7]1[CH:18]=[CH:17][C:10]([CH2:11][NH:12][CH2:13][CH2:14][O:15][CH3:16])=[CH:9][CH:8]=1.BrC1C=CC(C=O)=CC=1.C(O)(=O)C.C(O[BH-](OC(=O)C)OC(=O)C)(=O)C.[Na+]>C1COCC1.[O-]S([O-])(=O)=O.[Mg+2]>[Br:6][C:7]1[CH:8]=[CH:9][C:10]([CH2:11][NH:12][CH2:13][CH2:14][O:15][CH3:16])=[CH:17][CH:18]=1 |f:0.1,4.5,7.8|. Procedure: To a solution of 2-bromo-1,1,1-trifluoroethane (0.74 ml) and triethylamine (1.13 ml) in DMF (30 ml) was added (4-bromobenzyl)-(2-methoxyethyl)amine (2.05 g). The resulting mixture was stirred for 18 h. The mixture was partitioned between ethyl acetate and water, the organic layer was dried and evaporated to an oil, which was purified by column chromatography eluting with a gradient of ethyl acetate (60 to 100%) in isohexane to give (4-bromobenzyl)-(2-methoxyethyl)-(2,2,2-trifluoroethyl) amine (1... Starting materials: ClC(C(C(C)(C)C)=O)Cl (1,1-dichloro-3,3-dimethyl-butan-2-one), ClC1=CC=CC(=N1)O (6-chloro-2-hydroxy-pyridine), N1N=CN=C1 (1,2,4-triazole), C([O-])([O-])=O.[K+].[K+] (potassium carbonate), N1(N=CN=C1)C(C(C(C)(C)C)=O)N1N=CN=C1 (1,1-bis-(1,2,4-triazol-1-yl)-3,3-dimethylbutan-2-one), ClC1=CC=CC(=N1)OC(C(C(C)(C)C)=O)OC1=NC(=CC=C1)Cl (1,1-bis-(6-chloropyridin-2-yl-oxy)-3,3-dimethyl-butan-2-one). The solvent is CC(=O)C (acetone). Product: ClC1=CC=CC(=N1)OC(C(C(C)(C)C)=O)N1N=CN=C1 (1-(6-chloropyridin-2-yl-oxy)-3,3-dimethyl-1-(1,2,4-triazol-1-yl)-butan-2-one). As a reaction SMILES: ClC(Cl)C(=O)C(C)(C)C.[Cl:10][C:11]1[N:16]=[C:15]([OH:17])[CH:14]=[CH:13][CH:12]=1.N1C=NC=N1.C(=O)([O-])[O-].[K+].[K+].[N:29]1([CH:34](N2C=NC=N2)[C:35](=[O:40])[C:36]([CH3:39])([CH3:38])[CH3:37])[CH:33]=[N:32][CH:31]=[N:30]1.ClC1N=C(OC(OC2C=CC=C(Cl)N=2)C(=O)C(C)(C)C)C=CC=1>CC(C)=O>[Cl:10][C:11]1[N:16]=[C:15]([O:17][CH:34]([N:29]2[CH:33]=[N:32][CH:31]=[N:30]2)[C:35](=[O:40])[C:36]([CH3:39])([CH3:38])[CH3:37])[CH:14]=[CH:13][CH:12]=1 |f:3.4.5|. Reported procedure: 33.8 g (0.2 mol) of 1,1-dichloro-3,3-dimethyl-butan-2-one, 26 g (0.2 mol) of 6-chloro-2-hydroxy-pyridine, 21 g (0.3 mol) of 1,2,4-triazole and 56 g (0.4 mol) of potassium carbonate were heated under reflux in 250 ml of acetone for 12 hours, while stirring. Thereafter, the mixture was allowed to cool, the salt which had precipitated was filtered off and the filtrate was concentrated in vacuo. Isopropanol was added to the oily residue, it being possible to isolate successively three crystal fracti... The reactants are CC(=O)O[BH-](OC(C)=O)OC(C)=O, CCc1nc2ccccc2n1-c1nc(N2CCOCC2)c2nc(C=O)n(C)c2n1, O=C(C1CCNC1)N1CCC1, [Na+]. The product is CCc1nc2ccccc2n1-c1nc(N2CCOCC2)c2nc(CN3CCC(C(=O)N4CCC4)C3)n(C)c2n1. Reaction SMILES: [C:41]([O:42][BH-:43]([O:44][C:45](=[O:46])[CH3:47])[O:48][C:49](=[O:50])[CH3:51])(=[O:52])[CH3:53].[CH2:1]([CH3:2])[c:3]1[n:4][c:5]2[c:6]([n:7]1-[c:8]1[n:9][c:10]([N:20]3[CH2:21][CH2:22][O:23][CH2:24][CH2:25]3)[c:11]3[n:12][c:13]([CH:18]=[O:19])[n:14]([CH3:17])[c:15]3[n:16]1)[cH:26][cH:27][cH:28][cH:29]2.[N:30]1([C:34](=[O:35])[CH:36]2[CH2:37][NH:38][CH2:39][CH2:40]2)[CH2:31][CH2:32][CH2:33]1.[Na+:54]>>[CH2:1]([CH3:2])[c:3]1[n:4][c:5]2[c:6]([n:7]1-[c:8]1[n:9][c:10]([N:20]3[CH2:21][CH2:22][O:23][CH2:24][CH2:25]3)[c:11]3[n:12][c:13]([CH2:18][N:38]4[CH2:37][CH:36]([C:34]([N:30]5[CH2:31][CH2:32][CH2:33]5)=[O:35])[CH2:40][CH2:39]4)[n:14]([CH3:17])[c:15]3[n:16]1)[cH:26][cH:27][cH:28][cH:29]2.